The task is: describe an organic reaction: reactants, conditions, products, and yield. This data is from the Open Reaction Database (ORD), a public repository of structured organic reaction records. Reactants: [BH4-], CO, Cl, O=[N+]([O-])c1ccc2[nH]cc(CCNCc3cccc(Oc4ccccc4)c3)c2c1, [Na+]. The product is Nc1ccc2[nH]cc(CCNCc3cccc(Oc4ccccc4)c3)c2c1. As a reaction SMILES: [BH4-:31].[CH3:33][OH:34].[ClH:1].[N+:2]([O-:3])(=[O:4])[c:5]1[cH:6][c:7]2[c:8]([CH2:14][CH2:15][NH:16][CH2:17][c:18]3[cH:19][c:20]([O:24][c:25]4[cH:26][cH:27][cH:28][cH:29][cH:30]4)[cH:21][cH:22][cH:23]3)[cH:9][nH:10][c:11]2[cH:12][cH:13]1.[Na+:32]>>[NH2:2][c:5]1[cH:6][c:7]2[c:8]([CH2:14][CH2:15][NH:16][CH2:17][c:18]3[cH:19][c:20]([O:24][c:25]4[cH:26][cH:27][cH:28][cH:29][cH:30]4)[cH:21][cH:22][cH:23]3)[cH:9][nH:10][c:11]2[cH:12][cH:13]1. The reactants are COCCOc1cc2nccc(Oc3ccc([N+](=O)[O-])cc3)c2cc1C#N, CCO, [Cl-], [Fe], [NH4+]. Yields the product COCCOc1cc2nccc(Oc3ccc(N)cc3)c2cc1C#N. As a reaction SMILES: [C:1](#[N:2])[c:3]1[cH:4][c:5]2[c:6]([O:18][c:19]3[cH:20][cH:21][c:22]([N+:25]([O-:26])=[O:27])[cH:23][cH:24]3)[cH:7][cH:8][n:9][c:10]2[cH:11][c:12]1[O:13][CH2:14][CH2:15][O:16][CH3:17].[CH3:31][CH2:32][OH:33].[Cl-:28].[Fe:30].[NH4+:29]>>[C:1](#[N:2])[c:3]1[cH:4][c:5]2[c:6]([O:18][c:19]3[cH:20][cH:21][c:22]([NH2:25])[cH:23][cH:24]3)[cH:7][cH:8][n:9][c:10]2[cH:11][c:12]1[O:13][CH2:14][CH2:15][O:16][CH3:17]. Starting materials: O=C([O-])[O-], CCCN(CC1CC1)c1cc(C(=O)Nc2ccc3[nH]ncc3c2)ncn1, CN(C)C(=O)CCl, [I-], [K+], [K+], [K+], CN(C)C=O, O. Yields the product CCCN(CC1CC1)c1cc(C(=O)Nc2ccc3nn(CC(=O)N(C)C)cc3c2)ncn1. As a reaction SMILES: [C:27](=[O:28])([O-:29])[O-:30].[CH:1]1([CH2:4][N:5]([c:6]2[cH:7][c:8]([C:12](=[O:13])[NH:14][c:15]3[cH:16][c:17]4[cH:18][n:19][nH:20][c:21]4[cH:22][cH:23]3)[n:9][cH:10][n:11]2)[CH2:24][CH2:25][CH3:26])[CH2:2][CH2:3]1.[Cl:35][CH2:36][C:37](=[O:38])[N:39]([CH3:40])[CH3:41].[I-:34].[K+:31].[K+:32].[K+:33].[O:42]=[CH:43][N:44]([CH3:45])[CH3:46].[OH2:47]>>[CH:1]1([CH2:4][N:5]([c:6]2[cH:7][c:8]([C:12](=[O:13])[NH:14][c:15]3[cH:16][c:17]4[cH:18][n:19]([CH2:36][C:37](=[O:38])[N:39]([CH3:40])[CH3:41])[n:20][c:21]4[cH:22][cH:23]3)[n:9][cH:10][n:11]2)[CH2:24][CH2:25][CH3:26])[CH2:2][CH2:3]1. Starting materials: C(Cl)(Cl)Cl.CO (CHCl3 MeOH), ClC1=C(C2=C(C(=CO2)C(=O)C2=CC(=C(C(=C2)OC)OC)OC)C=C1O)Cl ((6,7-Dichloro-5-hydroxy-benzofuran-3-yl)-(3,4,5-trimethoxy-phenyl)methanone), O (water), [N+](=O)(O)[O-] (nitric acid). The solvent is C(C)(=O)O (acetic acid). Conditions: temperature 60 celsius. The product is ClC1=C(C2=C(C(=CO2)C(C2=CC(=C(C(=C2)OC)OC)OC)=O)C(C1=O)=O)Cl (6,7-Dichloro-3-(3,4,5-trimethoxy-benzoyl)-benzofuran-4,5-dione). RXN SMILES: [Cl:1][C:2]1[C:24]([OH:25])=[CH:23][C:5]2[C:6]([C:9]([C:11]3[CH:16]=[C:15]([O:17][CH3:18])[C:14]([O:19][CH3:20])=[C:13]([O:21][CH3:22])[CH:12]=3)=[O:10])=[CH:7][O:8][C:4]=2[C:3]=1[Cl:26].[N+]([O-])(O)=[O:28].O.C(Cl)(Cl)Cl.CO>C(O)(=O)C>[Cl:1][C:2]1[C:24](=[O:25])[C:23](=[O:28])[C:5]2[C:6]([C:9](=[O:10])[C:11]3[CH:16]=[C:15]([O:17][CH3:18])[C:14]([O:19][CH3:20])=[C:13]([O:21][CH3:22])[CH:12]=3)=[CH:7][O:8][C:4]=2[C:3]=1[Cl:26] |f:3.4|. Reported procedure: To a suspension of compound 22 (100 mg, 0.25 mmol) in glacial acetic acid (2 mL) at room temperature was added nitric acid (0.1 mL, d 1.35) dropwise with vigorous stirring. The mixture was heated at 60° C. for 3 h, left to cool for 30 min, and poured into cold water. The resulting precipitate was filtered and recrystallized to afford compound SKC-BF-11 (50 mg, 49%) as an orange solid. TLC Rf=0.6 (CHCl3-MeOH, 9:1); 1H NMR (CDCl3) δ 7.90 (s, 1H), 7.13 (s, 2H), 3.95 (s, 3H), 3.88 (s, 6H); MS (ES) m... The reactants are C(C1=CC=CC=C1)OC(=O)N1CC=2NC3=CC=CC=C3C2CC1C(=O)N ((3RS)-2-Benzyloxycarbonyl-1,2,3,4-tetrahydro-β-carboline-3-carboxamide), C(C)(=O)O (acetic acid). The reagents and catalysts are [Pd] (Pd-C). The solvent is C(C)O (ethanol). Product: C1NC(CC=2C3=CC=CC=C3NC12)C(=O)N ((3RS)-1,2,3,4 -Tetrahydro-β-carboline-3-carboxamide). Yield: 79.5%. Reaction SMILES: C(OC([N:11]1[CH:23]([C:24]([NH2:26])=[O:25])[CH2:22][C:21]2[C:20]3[C:15](=[CH:16][CH:17]=[CH:18][CH:19]=3)[NH:14][C:13]=2[CH2:12]1)=O)C1C=CC=CC=1.C(O)(=O)C>C(O)C.[Pd]>[CH2:12]1[C:13]2[NH:14][C:15]3[C:20](=[CH:19][CH:18]=[CH:17][CH:16]=3)[C:21]=2[CH2:22][CH:23]([C:24]([NH2:26])=[O:25])[NH:11]1. Procedure details: (3RS)-2-Benzyloxycarbonyl-1,2,3,4-tetrahydro-β-carboline-3-carboxamide (2.47 g) is dissolved in ethanol (350 ml) and thereto are added acetic acid (0.02 ml) and 10% Pd-C (1.0 g). The mixture is subjected to catalytic reduction under atmospheric pressure. After the reaction, the catalyst is removed by filtration and washed with ethanol. The filtrate and the washing liquid are combined and distilled to remove the solvent. The residue is crystallized from ether to give the title compound (1.21 g, 7... The reactants are CC(C)(C#N)c1ccc(Br)cc1, C[Si](C)(C)[O-], Cc1ccccc1, [K+]. Product: CC(C)(C(N)=O)c1ccc(Br)cc1. As a reaction SMILES: [Br:1][c:2]1[cH:3][cH:4][c:5]([C:8]([C:9]#[N:10])([CH3:11])[CH3:12])[cH:6][cH:7]1.[CH3:13][Si:14]([O-:15])([CH3:16])[CH3:17].[CH3:19][c:20]1[cH:21][cH:22][cH:23][cH:24][cH:25]1.[K+:18]>>[Br:1][c:2]1[cH:3][cH:4][c:5]([C:8]([C:9]([NH2:10])=[O:15])([CH3:11])[CH3:12])[cH:6][cH:7]1.